This data is from the Open Reaction Database (ORD), a public repository of structured organic reaction records. The task is: describe an organic reaction: reactants, conditions, products, and yield The reactants are FC1=C(C=CC(=C1)F)NS(=O)(=O)C1CCCC=C1C(=O)OCC (ethyl 6-[N-(2,4-difluorophenyl)sulfamoyl]-1-cyclohexene-1-carboxylate), COC1=CC=C(C=C1)CS ((4-methoxyphenyl)methanethiol). Product: COC1=CC=C(CSC2CCCC=C2C(=O)OCC)C=C1 (ethyl 6-[(4-methoxybenzyl)-sulfanyl]-1-cyclohexene-1-carboxylate). Isolated yield 95.6%. As a reaction SMILES: FC1C=C(F)C=CC=1N[S:10]([CH:13]1[C:18]([C:19]([O:21][CH2:22][CH3:23])=[O:20])=[CH:17][CH2:16][CH2:15][CH2:14]1)(=O)=O.[CH3:24][O:25][C:26]1[CH:31]=[CH:30][C:29]([CH2:32]S)=[CH:28][CH:27]=1>>[CH3:24][O:25][C:26]1[CH:31]=[CH:30][C:29]([CH2:32][S:10][CH:13]2[C:18]([C:19]([O:21][CH2:22][CH3:23])=[O:20])=[CH:17][CH2:16][CH2:15][CH2:14]2)=[CH:28][CH:27]=1. Reported procedure: In the same manner as in Reference Example 1, ethyl 6-[N-(2,4-difluorophenyl)sulfamoyl]-1-cyclohexene-1-carboxylate (1 g) and (4-methoxyphenyl)methanethiol (893 mg) were reacted to give ethyl 6-[(4-methoxybenzyl)-sulfanyl]-1-cyclohexene-1-carboxylate (848 mg) as a colorless oil. Reaction conditions: time 2 hour. Reaction SMILES: Cl[CH2:2][C:3]([O:5][CH2:6][CH2:7][CH2:8][CH2:9][CH2:10][CH2:11][CH2:12][CH2:13][CH2:14][CH2:15][CH2:16][CH3:17])=[O:4].[CH3:18][NH:19][CH3:20]>CCOCC>[CH3:18][N:19]([CH2:2][C:3]([O:5][CH2:6][CH2:7][CH2:8][CH2:9][CH2:10][CH2:11][CH2:12][CH2:13][CH2:14][CH2:15][CH2:16][CH3:17])=[O:4])[CH3:20]. Procedure details: Dodecyl chloroacetate (5.5 g, 0.021 mol) was dissolved in 20 ml of ether and the resultant solution was cooled in an ice-bath. Dimethylamine (40 ml, 0.1M in ether) was added to the cooled solution of dodecyl chloroacetate. The reaction mixture was stirred at room temperature for two hours, then filtered through a filter paper to remove the white solid which formed. The filtrate was concentrated to give a liquid product which was chromatographed through a column of silica gel (60-200 mesh) using ... The reactants are ClCC(=O)OCCCCCCCCCCCC (Dodecyl chloroacetate), CNC (Dimethylamine), ClCC(=O)OCCCCCCCCCCCC (dodecyl chloroacetate), resultant solution. Run in CCOCC (ether). Isolated yield 100.0%. Yields the product CN(C)CC(=O)OCCCCCCCCCCCC (dodecyl (N,N-dimethylamino)acetate). The reactants are CCOC(=O)c1ccc(O)cc1, C(=NC1CCCCC1)=NC1CCCCC1, ClCCl, Cc1cc2c(cc1C(=O)O)C(C)(C)CCS2, CN(C)c1ccncc1. The product is CCOC(=O)c1ccc(OC(=O)c2cc3c(cc2C)SCCC3(C)C)cc1. Reaction SMILES: [CH2:17]([CH3:18])[O:19][C:20]([c:21]1[cH:22][cH:23][c:24]([OH:27])[cH:25][cH:26]1)=[O:28].[CH2:29]1[CH2:30][CH2:31][CH:32]([N:33]=[C:34]=[N:35][CH:36]2[CH2:37][CH2:38][CH2:39][CH2:40][CH2:41]2)[CH2:42][CH2:43]1.[CH2:44]([Cl:45])[Cl:46].[CH3:1][C:2]1([CH3:16])[CH2:3][CH2:4][S:5][c:6]2[cH:7][c:8]([CH3:15])[c:9]([C:12](=[O:13])[OH:14])[cH:10][c:11]21.[CH3:47][N:48]([CH3:49])[c:50]1[cH:51][cH:52][n:53][cH:54][cH:55]1>>[CH3:1][C:2]1([CH3:16])[CH2:3][CH2:4][S:5][c:6]2[cH:7][c:8]([CH3:15])[c:9]([C:12](=[O:13])[O:14][c:24]3[cH:23][cH:22][c:21]([C:20]([O:19][CH2:17][CH3:18])=[O:28])[cH:26][cH:25]3)[cH:10][c:11]21. The reactants are CS(=O)(=O)C1=CC=C(C=C1)C=1C=CC2=C(CC(O2)C2CCNCC2)C1 (4-[5-(4-methanesulfonyl-phenyl)-2,3-dihydro-benzofuran-2-yl]-piperidine), C(OC1=C(C=C(C=C1)[N+](=O)[O-])C1CCC1)([O-])=O (cyclobutyl-4-nitrophenyl carbonate), C(C)N(C(C)C)C(C)C (ethyldiisopropylamine), O1CCCC1 (tetrahydrofuran). The product is C1(CCC1)OC(=O)N1CCC(CC1)C1OC2=C(C1)C=C(C=C2)C2=CC=C(C=C2)S(=O)(=O)C (4-[5-(4-Methanesulfonyl-phenyl)-2,3-dihydro-benzofuran-2-yl]-piperidine-1-carboxylic acid cyclobutyl ester). As a reaction SMILES: [CH3:1][S:2]([C:5]1[CH:10]=[CH:9][C:8]([C:11]2[CH:12]=[CH:13][C:14]3[O:18][CH:17]([CH:19]4[CH2:24][CH2:23][NH:22][CH2:21][CH2:20]4)[CH2:16][C:15]=3[CH:25]=2)=[CH:7][CH:6]=1)(=[O:4])=[O:3].[C:26](=O)([O-])[O:27]C1C=CC([N+]([O-])=O)=CC=1C1CCC1.C(N(C(C)C)C(C)C)C.[O:52]1[CH2:56][CH2:55][CH2:54][CH2:53]1>>[CH:56]1([O:52][C:26]([N:22]2[CH2:23][CH2:24][CH:19]([CH:17]3[CH2:16][C:15]4[CH:25]=[C:11]([C:8]5[CH:7]=[CH:6][C:5]([S:2]([CH3:1])(=[O:3])=[O:4])=[CH:10][CH:9]=5)[CH:12]=[CH:13][C:14]=4[O:18]3)[CH2:20][CH2:21]2)=[O:27])[CH2:55][CH2:54][CH2:53]1. Procedure details: A mixture of 4-[5-(4-methanesulfonyl-phenyl)-2,3-dihydro-benzofuran-2-yl]-piperidine (100 mg), cyclobutyl-4-nitrophenyl carbonate (67 mg), and ethyldiisopropylamine (46 μL) in tetrahydrofuran (2 mL) is stirred under reflux over night. The solvent is evaporated and the residue is solved in ethyl acetate. The solution is washed with aqueous NaOH solution (1 M) and brine, dried (Na2SO4) and the solvent is evaporated to give the title compound. Yield: 92 mg (72% of theory); LC (method 2): tR=1.45 mi... Starting materials: CN(C1=CC=C(C=C1)C(O)C1=CC(=C(C=C1)OC)OCC)C ((4-dimethylamino-phenyl)-(3-ethoxy-4-methoxy-phenyl)-methanol). Reagents/catalysts: O=[Mn]=O (MnO2), O=[Mn]=O (MnO2). The solvent is C(Cl)Cl (CH2Cl2). Yields the product CN(C1=CC=C(C=C1)C(=O)C1=CC(=C(C=C1)OC)OCC)C ((4-dimethylamino-phenyl)-(3-ethoxy-4-methoxy-phenyl)-methanone). Isolated yield 17.1%. RXN SMILES: [CH3:1][N:2]([CH3:22])[C:3]1[CH:8]=[CH:7][C:6]([CH:9]([C:11]2[CH:16]=[CH:15][C:14]([O:17][CH3:18])=[C:13]([O:19][CH2:20][CH3:21])[CH:12]=2)[OH:10])=[CH:5][CH:4]=1>C(Cl)Cl.O=[Mn]=O>[CH3:22][N:2]([CH3:1])[C:3]1[CH:8]=[CH:7][C:6]([C:9]([C:11]2[CH:16]=[CH:15][C:14]([O:17][CH3:18])=[C:13]([O:19][CH2:20][CH3:21])[CH:12]=2)=[O:10])=[CH:5][CH:4]=1. Procedure: To a stirred solution of (4-dimethylamino-phenyl)-(3-ethoxy-4-methoxy-phenyl)-methanol (1.29 g, 4.3 mmol) in CH2Cl2 (30 mL) at room temperature was added activated MnO2 powder (2.1 g, 24 mmol) and kept adding 2˜3 equivalents of MnO2 every 3˜5 h until HPLC showed disappearance of the starting material. The black suspension was filtered through a Celite pad, concentrated in vacuo to give (4-dimethylamino-phenyl)-(3-ethoxy-4-methoxy-phenyl)-methanone as an brown oil (0.22 g, 17% yield): 1H NMR (CDC... The reactants are C(CCC#C)O (4-pentyn-1-ol), 3-(1'-propenyl) iodobenzene, C(=CC)C=1C=C(C=CC1)C#CCCC=O (5-(3'-propenylphenyl)-4-pentyn-1-al). Yields the product C(=CC)C=1C=C(C=CC1)C#CCCCO (5-(3'-propenylphenyl)-4-pentyn-1-ol). RXN SMILES: C(O)CCC#C.[CH:7]([C:10]1[CH:11]=[C:12]([C:16]#[C:17][CH2:18][CH2:19][CH:20]=[O:21])[CH:13]=[CH:14][CH:15]=1)=[CH:8][CH3:9]>>[CH:7]([C:10]1[CH:11]=[C:12]([C:16]#[C:17][CH2:18][CH2:19][CH2:20][OH:21])[CH:13]=[CH:14][CH:15]=1)=[CH:8][CH3:9]. Procedure details: 5-(3'-propenylphenyl)-4-pentyn-1-ol was prepared from 4-pentyn-1-ol and 3-(1'-propenyl) iodobenzene as in Example 15 and converted into 5-(3'-propenylphenyl)-4-pentyn-1-al by the method of Example 9. The reactants are N1=CC(=CC=C1)B(O)O (Pyridine-3-boronic acid), COC1=C(C(=C(C=C1)Br)OC)C1=C(C=CC=C1)C (1,3-Dimethoxy-2-(Tol-2-yl)-4-Bromobenzene), C(OC)COC (glyme), tetrakis(triphenylphosphine) palladium (Ph3P)4Pdo, C([O-])([O-])=O.[K+].[K+] (potassium carbonate). Run in C(C)(=O)OCC (ethyl acetate), O (water). Yields the product COC1=C(C(=C(C=C1)C=1C=NC=CC1)OC)C1=C(C=CC=C1)C (1,3-Dimethoxy-2-(Tol-2-yl)-4-(Pyrid-3-yl)-Benzene). The yield is 82.8%. RXN SMILES: [N:1]1[CH:6]=[CH:5][CH:4]=[C:3](B(O)O)[CH:2]=1.[CH3:10][O:11][C:12]1[CH:17]=[CH:16][C:15](Br)=[C:14]([O:19][CH3:20])[C:13]=1[C:21]1[CH:26]=[CH:25][CH:24]=[CH:23][C:22]=1[CH3:27].C(COC)OC.C(=O)([O-])[O-].[K+].[K+]>C(OCC)(=O)C.O>[CH3:20][O:19][C:14]1[CH:15]=[CH:16][C:17]([C:3]2[CH:2]=[N:1][CH:6]=[CH:5][CH:4]=2)=[C:12]([O:11][CH3:10])[C:13]=1[C:21]1[CH:26]=[CH:25][CH:24]=[CH:23][C:22]=1[CH3:27] |f:3.4.5|. Procedure: Pyridine-3-boronic acid (5.81 g, 47.27 mmol, Frontier Scientific, Inc.), 1,3-dimethoxy-2-(tol-2-yl)-4-bromobenzene (2) (10.7 g, 34.8mmol), glyme (200 mL), and tetrakis(triphenylphosphine) palladium (Ph3P)4Pdo (4 g, 3.46 mmol) were stirred for 15 minutes followed by the addition of potassium carbonate (16 g in 70 ml of water). After refluxing for 10 hr, the reaction mixture was poured into 800 ml of 1:1 mixture of water and ethyl acetate. The organic layer was washed with water (300 ml×2) and bri...